Dataset: the Open Reaction Database (ORD), a public repository of structured organic reaction records. Task: describe an organic reaction: reactants, conditions, products, and yield Starting materials: ClC1=C(C2=C(N(N=N2)CC2=CC=C(C=C2)OC)C=C1)O (5-chloro-1-(4-methoxybenzyl)-1H-1,2,3-benzotriazol-4-ol), FC=1C=C(C#N)C=C(C1)Cl (3-fluoro-5-chloro-benzonitrile), C([O-])([O-])=O.[Cs+].[Cs+] (cesium carbonate). Solvent: CN1CCCC1=O (NMP). Reaction conditions: temperature 140 celsius. Yields the product ClC=1C=C(C#N)C=C(C1)OC1=C(C=CC=2N(N=NC21)CC2=CC=C(C=C2)OC)Cl (3-Chloro-5-{[5-chloro-1-(4-methoxybenzyl)-1H-1,2,3-benzotriazol-4-yl]oxy}benzonitrile). As a reaction SMILES: [Cl:1][C:2]1[CH:19]=[CH:18][C:5]2[N:6]([CH2:9][C:10]3[CH:15]=[CH:14][C:13]([O:16][CH3:17])=[CH:12][CH:11]=3)[N:7]=[N:8][C:4]=2[C:3]=1[OH:20].F[C:22]1[CH:23]=[C:24]([CH:27]=[C:28]([Cl:30])[CH:29]=1)[C:25]#[N:26].C(=O)([O-])[O-].[Cs+].[Cs+]>CN1C(=O)CCC1>[Cl:30][C:28]1[CH:27]=[C:24]([CH:23]=[C:22]([O:20][C:3]2[C:4]3[N:8]=[N:7][N:6]([CH2:9][C:10]4[CH:11]=[CH:12][C:13]([O:16][CH3:17])=[CH:14][CH:15]=4)[C:5]=3[CH:18]=[CH:19][C:2]=2[Cl:1])[CH:29]=1)[C:25]#[N:26] |f:2.3.4|. Procedure details: A stirred suspension of 5-chloro-1-(4-methoxybenzyl)-1H-1,2,3-benzotriazol-4-ol (0.050 g, 0.173 mmol), 3-fluoro-5-chloro-benzonitrile (0.081 g, 0.518 mmol) and cesium carbonate (0.068 g, 0.207 mmol) in NMP (1.5 mL) was heated at 140° C. for 72 hours. The reaction mixture was then quenched with aqueous ammonium chloride (25 mL) and extracted with dichloromethane (2×100 mL). The combined extracts were concentrated under reduced pressure. The resulting residue was subjected to reverse phase chromat... The reactants are CC1CCC(NCC1)=O (5-methylazepan-2-one), S(=O)(=O)(OC)OC (dimethyl sulfate), [OH-].[K+] (KOH). Solvent: CCOCC (ether). Conditions: temperature 120 celsius, time 4 hour. The product is CO/C=1/CCC(CC\N1)C ((E)-7-methoxy-4-methyl-3,4,5,6-tetrahydro-2H-azepine). As a reaction SMILES: [CH3:1][CH:2]1[CH2:8][CH2:7][NH:6][C:5](=[O:9])[CH2:4][CH2:3]1.S(OC)(O[CH3:14])(=O)=O.[OH-].[K+]>CCOCC>[CH3:14][O:9][C:5]1[CH2:4][CH2:3][CH:2]([CH3:1])[CH2:8][CH2:7][N:6]=1 |f:2.3|. Procedure details: A mixture of 5-methylazepan-2-one (1.6 g) and dimethyl sulfate (2 g, 15.9 mmol) was stirred at 120° C. for 4 h. After it was cooled to room temperature, the reaction mixture was diluted with 10 mL ether and adjusted to pH 6 with aqueous KOH. The mixture was extracted with ether (2×50 mL). The organic layer was washed with brine and dried over anhydrous sodium sulfate. After filtration and concentration, the crude (E)-7-methoxy-4-methyl-3,4,5,6-tetrahydro-2H-azepine (1.2 g) was used for the next ... Reactants: Br, CO, Nc1ccc(Cl)cc1[N+](=O)[O-], [NH4+], [Na+], [OH-], O, N#C[S-]. The product is N#CSc1cc(N)c([N+](=O)[O-])cc1Cl. As a reaction SMILES: [Br:1].[CH3:19][OH:20].[Cl:2][c:3]1[cH:4][c:5]([N+:10](=[O:11])[O-:12])[c:6]([NH2:7])[cH:8][cH:9]1.[NH4+:16].[Na+:18].[OH-:17].[OH2:21].[S-:13][C:14]#[N:15]>>[Cl:2][c:3]1[cH:4][c:5]([N+:10](=[O:11])[O-:12])[c:6]([NH2:7])[cH:8][c:9]1[S:13][C:14]#[N:15]. Reactants: [Li+].[OH-] (LiOH), FC=1C=C(C=CC1C=1OC2=C(C1)C=C(C=C2)CC=2SC=CN2)CN2CC(C2)C(=O)OCC (ethyl 1-((3-fluoro-4-(5-(thiazol-2-ylmethyl)benzofuran-2-yl)phenyl)methyl)azetidine-3-carboxylate), Cl (HCl). The solvent is O (H2O), C1CCOC1 (THF). Reaction conditions: temperature 24 celsius. The product is FC=1C=C(C=CC1C=1OC2=C(C1)C=C(C=C2)CC=2SC=CN2)CN2CC(C2)C(=O)O (1-((3-fluoro-4-(5-(thiazol-2-ylmethyl)benzofuran-2-yl)phenyl)methyl)azetidine-3-carboxylic acid). As a reaction SMILES: [F:1][C:2]1[CH:3]=[C:4]([CH2:23][N:24]2[CH2:27][CH:26]([C:28]([O:30]CC)=[O:29])[CH2:25]2)[CH:5]=[CH:6][C:7]=1[C:8]1[O:9][C:10]2[CH:16]=[CH:15][C:14]([CH2:17][C:18]3[S:19][CH:20]=[CH:21][N:22]=3)=[CH:13][C:11]=2[CH:12]=1.[Li+].[OH-].Cl>C1COCC1.O>[F:1][C:2]1[CH:3]=[C:4]([CH2:23][N:24]2[CH2:25][CH:26]([C:28]([OH:30])=[O:29])[CH2:27]2)[CH:5]=[CH:6][C:7]=1[C:8]1[O:9][C:10]2[CH:16]=[CH:15][C:14]([CH2:17][C:18]3[S:19][CH:20]=[CH:21][N:22]=3)=[CH:13][C:11]=2[CH:12]=1 |f:1.2|. Procedure: A mixture of ethyl 1-((3-fluoro-4-(5-(thiazol-2-ylmethyl)benzofuran-2-yl)phenyl)methyl)azetidine-3-carboxylate (290 mg, 644 μmol) in THF (5 mL) was treated with a solution of LiOH (27 mg) in H2O (2 mL) and stirred at 24° C., neutralized with 0.1M aqueous HCl, and concentrated. The resulting solids were collected by filtration and purified by RP-HPLC to give 1-((3-fluoro-4-(5-(thiazol-2-ylmethyl)benzofuran-2-yl)phenyl)methyl)azetidine-3-carboxylic acid as a white solid [hS1P1 EC50=76 nM]. 1H NMR ...